This data is from the Open Reaction Database (ORD), a public repository of structured organic reaction records. The task is: describe an organic reaction: reactants, conditions, products, and yield Starting materials: O=C([O-])[O-], CC#N, ClCCBr, [K+], [K+], Oc1cc(-c2cccs2)n[nH]1. Product: ClCCOc1cc(-c2cccs2)n[nH]1. As a reaction SMILES: [C:12](=[O:13])([O-:14])[O-:15].[CH3:22][C:23]#[N:24].[Cl:18][CH2:19][CH2:20][Br:21].[K+:16].[K+:17].[OH:1][c:2]1[cH:3][c:4](-[c:7]2[s:8][cH:9][cH:10][cH:11]2)[n:5][nH:6]1>>[O:1]([c:2]1[cH:3][c:4](-[c:7]2[s:8][cH:9][cH:10][cH:11]2)[n:5][nH:6]1)[CH2:20][CH2:19][Cl:18]. Reactants: BrC=1C=C(CC=2C3=C(SC2C2=CC=C(C=C2)OCCN2CCCC2)C=C(C=C3)OC)C=CC1CN1CCCC1 (3-[3-bromo-4-[(1-pyrrolidinyl)methyl]benzyl]-6-methoxy-2-[4-[2-(1-pyrrolidinyl)ethoxy]phenyl]benzo[b]thiophene), C(CCC)[Li] (n-butyllithium). Run in C1CCOC1 (THF), hexanes. Run at temperature -60 celsius, time 20 minute. Yields the product COC=1C=CC2=C(SC(=C2CC2=CC=C(C=C2)CN2CCCC2)C2=CC=C(C=C2)OCCN2CCCC2)C1 (6-Methoxy-2-[4-[2-(1-pyrrolidinyl)ethoxy]phenyl]-3-[4-[(1-pyrrolidinyl)methyl]benzyl]benzo[b]thiophene). The yield is 41.5%. As a reaction SMILES: Br[C:2]1[CH:3]=[C:4]([CH:31]=[CH:32][C:33]=1[CH2:34][N:35]1[CH2:39][CH2:38][CH2:37][CH2:36]1)[CH2:5][C:6]1[C:7]2[CH:28]=[CH:27][C:26]([O:29][CH3:30])=[CH:25][C:8]=2[S:9][C:10]=1[C:11]1[CH:16]=[CH:15][C:14]([O:17][CH2:18][CH2:19][N:20]2[CH2:24][CH2:23][CH2:22][CH2:21]2)=[CH:13][CH:12]=1.C([Li])CCC>C1COCC1>[CH3:30][O:29][C:26]1[CH:27]=[CH:28][C:7]2[C:6]([CH2:5][C:4]3[CH:3]=[CH:2][C:33]([CH2:34][N:35]4[CH2:39][CH2:38][CH2:37][CH2:36]4)=[CH:32][CH:31]=3)=[C:10]([C:11]3[CH:16]=[CH:15][C:14]([O:17][CH2:18][CH2:19][N:20]4[CH2:21][CH2:22][CH2:23][CH2:24]4)=[CH:13][CH:12]=3)[S:9][C:8]=2[CH:25]=1. Procedure details: To a solution of 3-[3-bromo-4-[(1-pyrrolidinyl)methyl]benzyl]-6-methoxy-2-[4-[2-(1-pyrrolidinyl)ethoxy]phenyl]benzo[b]thiophene (100 mg, 0.16 mmol) in THF (2 mL) at −60° C. under argon was added a solution of n-butyllithium in hexanes (1.6 M, 0.2 mL) and the mixture was stirred at −60° C. for 20 min. The reaction was quenched with 0.5 mL of MeOH and allowed to warm up to ambient temperature. The mixture was then concentrated under reduced pressure and fractionated by flash chromatography with Et...